From a dataset of the Open Reaction Database (ORD), a public repository of structured organic reaction records. describe an organic reaction: reactants, conditions, products, and yield Reactants: phenols, BrC=1C=C(C=C(C1O)Br)C(C)(C)C1=CC(=C(C(=C1)Br)O)Br (2,2-bis(3,5-dibromo-4-hydroxyphenyl)propane), C1(=CC=CC=C1)O (phenol), phenols, C1=CC(=CC=C1O)S(=O)(=O)C2=CC=C(C=C2)O (4,4′-dihydroxydiphenyl sulfone), OC1=CC=C(C=C1)C(C)(C)C1=CC=C(C=C1)O (2,2-bis(4-hydroxyphenyl)propane), C1(O)=CC=C(O)C=C1 (hydroquinone), epoxy, C1(O)=CC(O)=CC=C1 (resorcinol). Yields the product phenols, C=O (formaldehyde), C1(=CC=CC=C1)O (phenol). As a reaction SMILES: [C:1]1([OH:7])C=CC=CC=1.[C:8]1([CH:15]=[CH:14][CH:13]=[C:11](O)[CH:10]=1)[OH:9].C1(C=CC(O)=CC=1)O.OC1C=CC(C(C2C=CC(O)=CC=2)(C)C)=CC=1.BrC1C=C(C(C2C=C(Br)C(O)=C(Br)C=2)(C)C)C=C(Br)C=1O.C1C(O)=CC=C(S(C2C=CC(O)=CC=2)(=O)=O)C=1>>[CH2:1]=[O:7].[C:8]1([OH:9])[CH:15]=[CH:14][CH:13]=[CH:11][CH:10]=1. Procedure details: The epoxy compounds can also derive from mononuclear phenols, for example from phenol, resorcinol, or hydroquinone; or they can be based on polynuclear phenols, for example on bis(4-hydroxyphenyl)methane, 2,2-bis(4-hydroxyphenyl)propane, 2,2-bis(3,5-dibromo-4-hydroxyphenyl)propane, 4,4′-dihydroxydiphenyl sulfone, or condensates obtained under acidic conditions from phenols with formaldehyde, e.g. phenol novolacs.